Dataset: the Open Reaction Database (ORD), a public repository of structured organic reaction records. Task: describe an organic reaction: reactants, conditions, products, and yield Starting materials: O1C(CCC2=CC=CC=C12)C(=O)O (Chroman-2-carboxylic acid), C(C)O (ethanol), OS(=O)(=O)O (H2SO4). Run in C(Cl)Cl (CH2Cl2), O (H2O). The product is O1C(CCC2=CC=CC=C12)C(=O)OCC (Ethyl Chroman-2-carboxylate). RXN SMILES: [O:1]1[C:10]2[C:5](=[CH:6][CH:7]=[CH:8][CH:9]=2)[CH2:4][CH2:3][CH:2]1[C:11]([OH:13])=[O:12].[CH2:14](O)[CH3:15].OS(O)(=O)=O>C(Cl)Cl.O>[O:1]1[C:10]2[C:5](=[CH:6][CH:7]=[CH:8][CH:9]=2)[CH2:4][CH2:3][CH:2]1[C:11]([O:13][CH2:14][CH3:15])=[O:12]. Reported procedure: Chroman-2-carboxylic acid (35.6 g, 0.2 mol) prepared according to the method of Augstein et al., J. Med. Chem., v. 11, pp. 844-848, 1968) and absolute ethanol (24.3 g, 0.6 mol) were combined in 300 ml of CH2Cl2. H2SO4 (0.6 ml, 96%) was added and the mixture gently refluxed for 21 hours, then cooled and diluted with 500 ml H2O. The organic layer was separated, washed with saturated NaHCO3 and then H2O, dried (MgSO4) and stripped to yield present title product as an oil; 38.6 g (93%); 1H-NMR (CDCl... Reported procedure: To a solution of 5-amino-2-phenyl-1,3-thiazole-4-carboxamide (0.3 g, 1.4 mmol) in NMP (1 mL) is added a solution of 3,4-dimethoxybenzoyl chloride (0.41 g, 2.0 mmol) in NMP (3 mL) followed by DBU (0.21 g, 1.4 mmol) and the mixture is stirred at reflux for 4 h. The resulting precipitate is collected by filtration, washed with NMP, acetonitrile, ethanol, ether to give 0.1 g (30%) of the title compound. This is further purified by reverse-phase HPLC: 1H NMR (400 MHz, DMSO-d6) δ [ppm]3.9 (s, 6H); 7.2... The product is COC=1C=C(C(=O)NC2=C(N=C(S2)C2=CC=CC=C2)C(=O)N)C=CC1OC (5-[(3,4-dimethoxybenzoyl)amino]-2-phenyl-1,3-thiazole-4-carboxamide). The solvent is CN1CCCC1=O (NMP), CN1CCCC1=O (NMP). RXN SMILES: [NH2:1][C:2]1[S:6][C:5]([C:7]2[CH:12]=[CH:11][CH:10]=[CH:9][CH:8]=2)=[N:4][C:3]=1[C:13]([NH2:15])=[O:14].[CH3:16][O:17][C:18]1[CH:19]=[C:20]([CH:24]=[CH:25][C:26]=1[O:27][CH3:28])[C:21](Cl)=[O:22].C1CCN2C(=NCCC2)CC1>CN1C(=O)CCC1>[CH3:16][O:17][C:18]1[CH:19]=[C:20]([CH:24]=[CH:25][C:26]=1[O:27][CH3:28])[C:21]([NH:1][C:2]1[S:6][C:5]([C:7]2[CH:12]=[CH:11][CH:10]=[CH:9][CH:8]=2)=[N:4][C:3]=1[C:13]([NH2:15])=[O:14])=[O:22]. Yield: 18.6%. The reactants are C1CCC2=NCCCN2CC1 (DBU), NC1=C(N=C(S1)C1=CC=CC=C1)C(=O)N (5-amino-2-phenyl-1,3-thiazole-4-carboxamide), COC=1C=C(C(=O)Cl)C=CC1OC (3,4-dimethoxybenzoyl chloride). Reactants: COC(=O)C1(CC2=C(C=CC=C2CC1)OC)C(=O)OC(C)(C)C (8-methoxy-3,4-dihydro-1H-naphthalene-2,2-dicarboxylic acid tert-butyl ester methyl ester), Cl (HCl), LiOH monohydrate. The solvent is CO (MeOH), O (water). Yields the product C(C)(C)(C)OC(=O)C1(CC2=C(C=CC=C2CC1)OC)C(=O)O (8-Methoxy-3,4-dihydro-1H-naphthalene-2,2-dicarboxylic acid tert-butyl ester). Reaction SMILES: C[O:2][C:3]([C:5]1([C:17]([O:19][C:20]([CH3:23])([CH3:22])[CH3:21])=[O:18])[CH2:14][CH2:13][C:12]2[C:7](=[C:8]([O:15][CH3:16])[CH:9]=[CH:10][CH:11]=2)[CH2:6]1)=[O:4].Cl>CO.O>[C:20]([O:19][C:17]([C:5]1([C:3]([OH:4])=[O:2])[CH2:14][CH2:13][C:12]2[C:7](=[C:8]([O:15][CH3:16])[CH:9]=[CH:10][CH:11]=2)[CH2:6]1)=[O:18])([CH3:23])([CH3:21])[CH3:22]. Procedure: The methyl ester from Example 33B was dissolved in a mixture of MeOH (10 mL) and water (2.0 mL) followed by addition of LiOH monohydrate (1.9 g, 45 mmol). The mixture was stirred for 18 hours after which 10% HCl was added until pH=4 was achieved. This mixture was extracted with ethyl acetate (2×50 mL). The combined organic layers were dried with MgSO4, filtered, concentrated under reduced pressure to provide the titled compound (4.3 g).